Dataset: the Open Reaction Database (ORD), a public repository of structured organic reaction records. Task: describe an organic reaction: reactants, conditions, products, and yield Starting materials: C(C1=CC=CC=C1)(C1=CC=CC=C1)OC(=O)C=1N2C(C(C2SCC1C=COS(=O)(=O)C1=CC=C(C)C=C1)NC(C(C=1N=C(SC1)NC(C1=CC=CC=C1)(C1=CC=CC=C1)C1=CC=CC=C1)=NOC)=O)=O (2-benzhydryloxycarbonyl-7-[2-methoxyimino-2-(2-tritylamino-thiazol-4-yl)-acetamido]-8-oxo-3-(2-tosyloxyvinyl)-5-thia-1-aza-bicyclo[4.2.0]-oct-2-ene), C(=O)O (formic acid). Solvent: O (water). Run at temperature 50 celsius. The product is NC=1SC=C(N1)C(C(=O)NC1C2SCC(=C(N2C1=O)C(=O)O)C=COS(=O)(=O)C1=CC=C(C)C=C1)=NOC (7-[2-(2-Amino-thiazol-4-yl)-2-methoxyimino-acetamido]-2-carboxy-8-oxo-3-(2-tosyloxyvinyl)-5-thia-1-aza-bicyclo[4.2.0]oct-2-ene). The yield is 97.7%. Reaction SMILES: C([O:14][C:15]([C:17]1[N:18]2[CH:21]([S:22][CH2:23][C:24]=1[CH:25]=[CH:26][O:27][S:28]([C:31]1[CH:37]=[CH:36][C:34]([CH3:35])=[CH:33][CH:32]=1)(=[O:30])=[O:29])[CH:20]([NH:38][C:39](=[O:69])[C:40](=[N:66][O:67][CH3:68])[C:41]1[N:42]=[C:43]([NH:46]C(C3C=CC=CC=3)(C3C=CC=CC=3)C3C=CC=CC=3)[S:44][CH:45]=1)[C:19]2=[O:70])=[O:16])(C1C=CC=CC=1)C1C=CC=CC=1.C(O)=O>O>[NH2:46][C:43]1[S:44][CH:45]=[C:41]([C:40](=[N:66][O:67][CH3:68])[C:39]([NH:38][CH:20]2[C:19](=[O:70])[N:18]3[CH:21]2[S:22][CH2:23][C:24]([CH:25]=[CH:26][O:27][S:28]([C:31]2[CH:32]=[CH:33][C:34]([CH3:35])=[CH:36][CH:37]=2)(=[O:29])=[O:30])=[C:17]3[C:15]([OH:16])=[O:14])=[O:69])[N:42]=1. Reported procedure: A solution of 2-benzhydryloxycarbonyl-7-[2-methoxyimino-2-(2-tritylamino-thiazol-4-yl)-acetamido]-8-oxo-3-(2-tosyloxyvinyl)-5-thia-1-aza-bicyclo[4.2.0]-oct-2-ene (syn isomer, E-form) (5.93 g) in a mixture of pure formic acid (80 cc) and water (25 cc) is heated at 50° C. for 30 minutes. The mixture is then cooled to 20° C., filtered and concentrated to dryness at 30° C. under 20 mm Hg (2.7 kPa). The residue is taken up in acetone (150 cc), the mixture is concentrated to dryness at 20° C. under 20... Product: CC(C)(C)OC(=O)NC1CCC(NS(=O)(=O)c2ccc(Br)cc2OC(F)(F)F)CC1. RXN SMILES: [Br:25][c:26]1[cH:27][c:28]([O:36][C:37]([F:38])([F:39])[F:40])[c:29]([S:32](=[O:33])(=[O:34])[Cl:35])[cH:30][cH:31]1.[C:1]([CH3:2])([CH3:3])([CH3:4])[O:5][C:6]([NH:7][CH:8]1[CH2:9][CH2:10][CH:11]([NH2:14])[CH2:12][CH2:13]1)=[O:15].[CH:16]([N:17]([CH:18]([CH3:19])[CH3:20])[CH2:21][CH3:22])([CH3:23])[CH3:24].[Cl:41][CH2:42][Cl:43]>>[C:1]([CH3:2])([CH3:3])([CH3:4])[O:5][C:6]([NH:7][CH:8]1[CH2:9][CH2:10][CH:11]([NH:14][S:32]([c:29]2[c:28]([O:36][C:37]([F:38])([F:39])[F:40])[cH:27][c:26]([Br:25])[cH:31][cH:30]2)(=[O:33])=[O:34])[CH2:12][CH2:13]1)=[O:15]. Reactants: O=S(=O)(Cl)c1ccc(Br)cc1OC(F)(F)F, CC(C)(C)OC(=O)NC1CCC(N)CC1, CCN(C(C)C)C(C)C, ClCCl.